Dataset: the Open Reaction Database (ORD), a public repository of structured organic reaction records. Task: describe an organic reaction: reactants, conditions, products, and yield The reactants are COc1cc(C(=O)N2CCN(c3ncnc4ccccc34)CC2)c([N+](=O)[O-])cc1OCc1ccccc1, CO. Yields the product COc1cc(C(=O)N2CCN(c3ncnc4ccccc34)CC2)c(N)cc1OCc1ccccc1. Reaction SMILES: [CH2:1]([c:2]1[cH:3][cH:4][cH:5][cH:6][cH:7]1)[O:8][c:9]1[cH:10][c:11]([N+:35]([O-:36])=[O:37])[c:12]([C:17](=[O:18])[N:19]2[CH2:20][CH2:21][N:22]([c:25]3[n:26][cH:27][n:28][c:29]4[cH:30][cH:31][cH:32][cH:33][c:34]34)[CH2:23][CH2:24]2)[cH:13][c:14]1[O:15][CH3:16].[CH3:38][OH:39]>>[CH2:1]([c:2]1[cH:3][cH:4][cH:5][cH:6][cH:7]1)[O:8][c:9]1[cH:10][c:11]([NH2:35])[c:12]([C:17](=[O:18])[N:19]2[CH2:20][CH2:21][N:22]([c:25]3[n:26][cH:27][n:28][c:29]4[cH:30][cH:31][cH:32][cH:33][c:34]34)[CH2:23][CH2:24]2)[cH:13][c:14]1[O:15][CH3:16].